The task is: describe an organic reaction: reactants, conditions, products, and yield. This data is from the Open Reaction Database (ORD), a public repository of structured organic reaction records. The reactants are CCc1ccccc1N, Cl, O=N[O-], [Na+], O. The product is CCc1ccccc1NN, Cl. RXN SMILES: [CH2:1]([CH3:2])[c:3]1[c:4]([NH2:5])[cH:6][cH:7][cH:8][cH:9]1.[ClH:14].[N:10]([O-:11])=[O:12].[Na+:13].[OH2:15]>>[CH2:1]([CH3:2])[c:3]1[c:4]([NH:5][NH2:10])[cH:6][cH:7][cH:8][cH:9]1.[ClH:14]. The product is Cc1ccc(OC(C)(C)C(=O)O)cn1. Reactants: CCOC(=O)C(C)(C)Oc1ccc(C)nc1, CS(C)=O, O=CO, [K+], [OH-], O. As a reaction SMILES: [CH3:1][c:2]1[cH:3][cH:4][c:5]([O:8][C:9]([C:10](=[O:11])[O:12][CH2:13][CH3:14])([CH3:15])[CH3:16])[cH:6][n:7]1.[CH3:22][S:23]([CH3:24])=[O:25].[CH:19]([OH:20])=[O:21].[K+:18].[OH-:17].[OH2:26]>>[CH3:1][c:2]1[cH:3][cH:4][c:5]([O:8][C:9]([C:10](=[O:11])[OH:12])([CH3:15])[CH3:16])[cH:6][n:7]1. The reactants are CC(=O)OC(C)=O, CCOC(C)=O, O=[N+]([O-])c1cccc(CCO)c1, O, c1ccncc1. Yields the product CC(=O)OCCc1cccc([N+](=O)[O-])c1. Reaction SMILES: [CH3:13][C:14](=[O:15])[O:16][C:17](=[O:18])[CH3:19].[CH3:27][CH2:28][O:29][C:30](=[O:31])[CH3:32].[N+:1](=[O:2])([O-:3])[c:4]1[cH:5][c:6]([CH2:7][CH2:8][OH:9])[cH:10][cH:11][cH:12]1.[OH2:20].[cH:21]1[cH:22][cH:23][n:24][cH:25][cH:26]1>>[N+:1](=[O:2])([O-:3])[c:4]1[cH:5][c:6]([CH2:7][CH2:8][O:9][C:14]([CH3:13])=[O:15])[cH:10][cH:11][cH:12]1. Starting materials: FC1=C(NC=2C(=CNC(C2)=O)C(=O)NCCO)C=CC(=C1)C#C[Si](C)(C)C (4-{2-Fluoro-4-[(trimethylsilyl)ethynyl]anilino}-N-(2-hydroxyethyl)-6-oxo-1,6-dihydro-3-pyridinecarboxamide), C(=O)([O-])[O-].[K+].[K+] (K2CO3). Run in CO (MeOH), C1CCOC1 (THF). Run at time 48 hour. The product is C(#C)C1=CC(=C(NC=2C(=CNC(C2)=O)C(=O)NCCO)C=C1)F (4-(4-ethynyl-2-fluoroanilino)-N-(2-hydroxyethyl)-6-oxo-1,6-dihydro-3-pyridinecarboxamide). Reaction SMILES: [F:1][C:2]1[CH:21]=[C:20]([C:22]#[C:23][Si](C)(C)C)[CH:19]=[CH:18][C:3]=1[NH:4][C:5]1[C:6]([C:12]([NH:14][CH2:15][CH2:16][OH:17])=[O:13])=[CH:7][NH:8][C:9](=[O:11])[CH:10]=1.C([O-])([O-])=O.[K+].[K+]>CO.C1COCC1>[C:22]([C:20]1[CH:19]=[CH:18][C:3]([NH:4][C:5]2[C:6]([C:12]([NH:14][CH2:15][CH2:16][OH:17])=[O:13])=[CH:7][NH:8][C:9](=[O:11])[CH:10]=2)=[C:2]([F:1])[CH:21]=1)#[CH:23] |f:1.2.3|. Procedure: 4-{2-Fluoro-4-[(trimethylsilyl)ethynyl]anilino}-N-(2-hydroxyethyl)-6-oxo-1,6-dihydro-3-pyridinecarboxamide (195 mg, 0.50 mmol) was dissolved/suspended in a mixture of MeOH (30 mL) and THF (20 mL) to which was added solid K2CO3 (139 mg, 1.01 mmol). This mixture was stirred for 48 h. at R.T. All solvent was then removed under reduced pressure, the residue taken up into EtOAc containing 10% MeOH (100 mL), and this solution washed with water (2×100 mL) and brine (100 mL). The combined aqueous fracti... Starting materials: N1(CCNCC1)C1=C2C(=NC=C1)NC=C2NC(C2=CN=CC=C2)=O (N-(4-(piperazin-1-yl)-1H-pyrrolo[2,3-b]pyridin-3-yl)nicotinamide), CCN=C=NCCCN(C)C (EDCI), CCN(C(C)C)C(C)C (DIEA), C(C)(C)(C)OC(=O)NCCC(=O)O (3-(tert-butoxycarbonylamino)propanoic acid), C=1C=CC2=C(C1)N=NN2O.O (HOBT H2O). Solvent: C(Cl)Cl (DCM). Run at time 2 hour. The product is C(C1=CN=CC=C1)(=O)NC1=CNC2=NC=CC(=C21)N2CCN(CC2)C(CCNC(OC(C)(C)C)=O)=O (tert-butyl 3-(4-(3-(nicotinamido)-1H-pyrrolo[2,3-b]pyridin-4-yl)piperazin-1-yl)-3-oxopropylcarbamate). Isolated yield 48.9%. Reaction SMILES: [N:1]1([C:7]2[CH:12]=[CH:11][N:10]=[C:9]3[NH:13][CH:14]=[C:15]([NH:16][C:17](=[O:24])[C:18]4[CH:23]=[CH:22][CH:21]=[N:20][CH:19]=4)[C:8]=23)[CH2:6][CH2:5][NH:4][CH2:3][CH2:2]1.[C:25]([O:29][C:30]([NH:32][CH2:33][CH2:34][C:35](O)=[O:36])=[O:31])([CH3:28])([CH3:27])[CH3:26].C1C=CC2N(O)N=NC=2C=1.O.CCN=C=NCCCN(C)C.CCN(C(C)C)C(C)C>C(Cl)Cl>[C:17]([NH:16][C:15]1[C:8]2[C:9](=[N:10][CH:11]=[CH:12][C:7]=2[N:1]2[CH2:2][CH2:3][N:4]([C:35](=[O:36])[CH2:34][CH2:33][NH:32][C:30](=[O:31])[O:29][C:25]([CH3:26])([CH3:27])[CH3:28])[CH2:5][CH2:6]2)[NH:13][CH:14]=1)(=[O:24])[C:18]1[CH:23]=[CH:22][CH:21]=[N:20][CH:19]=1 |f:2.3|. Procedure: N-(4-(piperazin-1-yl)-1H-pyrrolo[2,3-b]pyridin-3-yl)nicotinamide (0.025 g, 0.058 mmol, see Example 50), 3-(tert-butoxycarbonylamino)propanoic acid (0.0121 g, 0.0637 mmol), HOBT-H2O (0.0124 g, 0.0811 mmol), and EDCI (0.0144 g, 0.0753 mmol) were placed in DCM (3 mL). DIEA (d 0.742; 0.0504 mL, 0.290 mmol) was then added. The reaction was stirred for 2 hours and quenched with saturated Na2CO3. The mixture was then extracted with DCM. The organic fractions were dried, filtered, and concentrated to gi... Starting materials: NC1=NN(C2=CC=CC(=C12)C#N)C(=O)OC(C)(C)C (1,1-Dimethylethyl 3-amino-4-cyano-1H-indazole-1-carboxylate), ClC1=CC=C(S1)S(=O)(=O)Cl (5-chloro-2-thiophenesulfonyl chloride), Intermediate 63, ClC1=CC=C(S1)S(=O)(=O)Cl (5-Chloro-2-thiophenesulfonyl chloride). The solvent is ClCCl (dichloromethane), N1=CC=CC=C1 (pyridine). Run at temperature 45 celsius, time 60 hour. Product: ClC1=CC=C(S1)S(=O)(=O)N(C1=NN(C2=CC=CC(=C12)C#N)C(=O)OC(C)(C)C)S(=O)(=O)C=1SC(=CC1)Cl (1,1-Dimethylethyl 3-{bis[(5-chloro-2-thienyl)sulfonyl]amino}-4-cyano-1H-indazole-1-carboxylate). Yield: 56.0%. RXN SMILES: [NH2:1][C:2]1[C:10]2[C:5](=[CH:6][CH:7]=[CH:8][C:9]=2[C:11]#[N:12])[N:4]([C:13]([O:15][C:16]([CH3:19])([CH3:18])[CH3:17])=[O:14])[N:3]=1.[Cl:20][C:21]1[S:25][C:24]([S:26](Cl)(=[O:28])=[O:27])=[CH:23][CH:22]=1>ClCCl.N1C=CC=CC=1>[Cl:20][C:21]1[S:25][C:24]([S:26]([N:1]([S:26]([C:24]2[S:25][C:21]([Cl:20])=[CH:22][CH:23]=2)(=[O:28])=[O:27])[C:2]2[C:10]3[C:5](=[CH:6][CH:7]=[CH:8][C:9]=3[C:11]#[N:12])[N:4]([C:13]([O:15][C:16]([CH3:19])([CH3:18])[CH3:17])=[O:14])[N:3]=2)(=[O:28])=[O:27])=[CH:23][CH:22]=1. Reported procedure: 1,1-Dimethylethyl 3-amino-4-cyano-1H-indazole-1-carboxylate (for a preparation see Intermediate 63) (4.3 g, 16.65 mmol) was dissolved in a mixture of dichloromethane (40 mL) and pyridine (40 mL). 5-Chloro-2-thiophenesulfonyl chloride (7.23 g, 33.3 mmol) was added to the solution and it was stirred at 45° C. under nitrogen for 60 h. LCMS showed approx 30% starting material remaining, so further quantity of 5-chloro-2-thiophenesulfonyl chloride (3.5 g, 16.12 mmol) was added to the reaction, and th...